The task is: describe an organic reaction: reactants, conditions, products, and yield. This data is from the Open Reaction Database (ORD), a public repository of structured organic reaction records. Starting materials: N (ammonia), crude product, COC(C#N)C (methoxypropionitrile), C(#N)CCOC(C)OCCC#N (bis(cyanoethoxy)ethane), [H][H] (hydrogen), [H][H] (hydrogen), [H][H] (hydrogen), mixture. The reagents and catalysts are [Ni] (Raney nickel). The solvent is CO (methanol). Run at temperature 90 celsius, time 30 minute. Yields the product NCCCOC(C)OCCCN.COCCCN (bis(3-aminopropoxy)ethane methoxypropylamine). Reaction SMILES: N.[H][H].COC(C)C#N.[C:10]([CH2:12][CH2:13][O:14][CH:15]([O:17][CH2:18][CH2:19][C:20]#[N:21])[CH3:16])#[N:11]>[Ni].CO>[NH2:21][CH2:20][CH2:19][CH2:18][O:17][CH:15]([O:14][CH2:13][CH2:12][CH2:10][NH2:11])[CH3:16].[CH3:15][O:14][CH2:13][CH2:12][CH2:10][NH2:11] |f:6.7|. Procedure details: Into a 2 liter stirred autoclave was placed 60 g of Raney nickel 2400 and 120 g of anhydrous ammonia. A heel of 200 g of methanol was then pumped into the reactor and the reactor externally heated to 90° C. The pressure was raised to 850 psig with hydrogen. The crude product mixture of methoxypropionitrile (MOPN) and bis(cyanoethoxy)ethane from Example 4 was then pumped into the autoclave at a rate of 5.0 g/min until 999 g of the mixture had been admitted. During the addition the temperature was...